From a dataset of the Open Reaction Database (ORD), a public repository of structured organic reaction records. describe an organic reaction: reactants, conditions, products, and yield Reactants: CC(C)(C)OC(=O)NC(CO)C(=O)N1CCCC1C(=O)OCc1ccccc1, CCOCC, CCCCCC, Cl, C1COCCO1. Yields the product NC(CO)C(=O)N1CCCC1C(=O)OCc1ccccc1, Cl. RXN SMILES: [CH2:1]([c:2]1[cH:3][cH:4][cH:5][cH:6][cH:7]1)[O:8][C:9]([CH:10]1[N:11]([C:15]([CH:16]([NH:17][C:18]([O:19][C:20]([CH3:21])([CH3:22])[CH3:23])=[O:24])[CH2:25][OH:26])=[O:27])[CH2:12][CH2:13][CH2:14]1)=[O:28].[CH3:29][CH2:30][O:31][CH2:32][CH3:33].[CH3:34][CH2:35][CH2:36][CH2:37][CH2:38][CH3:39].[ClH:40].[O:41]1[CH2:42][CH2:43][O:44][CH2:45][CH2:46]1>>[CH2:1]([c:2]1[cH:3][cH:4][cH:5][cH:6][cH:7]1)[O:8][C:9]([CH:10]1[N:11]([C:15]([CH:16]([NH2:17])[CH2:25][OH:26])=[O:27])[CH2:12][CH2:13][CH2:14]1)=[O:28].[ClH:40]. Reactants: C(CCC)[Sn](C1=NC=CC=C1)(CCCC)CCCC (2-tributylstannyl pyridine), COC(CCC1=C(C=C(C=C1)OC1=CC(=CC=C1)OC1=C(C=C(C=C1)C(F)(F)F)Br)C)=O (3-{4-[3-(2-bromo-4-trifluoromethyl-phenoxy)-phenoxy]-2-methyl-phenyl}-propionic acid methyl ester). Product: CC1=C(C=CC(=C1)OC1=CC(=CC=C1)OC1=C(C=C(C=C1)C(F)(F)F)C1=NC=CC=C1)CCC(=O)O (3-{2-Methyl-4-[3-(2-pyridin-2-yl-4-trifluoromethyl-phenoxy)-phenoxy]-phenyl}-propionic acid). Reaction SMILES: C([Sn](CCCC)(CCCC)[C:6]1[CH:11]=[CH:10][CH:9]=[CH:8][N:7]=1)CCC.C[O:21][C:22](=[O:51])[CH2:23][CH2:24][C:25]1[CH:30]=[CH:29][C:28]([O:31][C:32]2[CH:37]=[CH:36][CH:35]=[C:34]([O:38][C:39]3[CH:44]=[CH:43][C:42]([C:45]([F:48])([F:47])[F:46])=[CH:41][C:40]=3Br)[CH:33]=2)=[CH:27][C:26]=1[CH3:50]>>[CH3:50][C:26]1[CH:27]=[C:28]([O:31][C:32]2[CH:37]=[CH:36][CH:35]=[C:34]([O:38][C:39]3[CH:44]=[CH:43][C:42]([C:45]([F:47])([F:48])[F:46])=[CH:41][C:40]=3[C:6]3[CH:11]=[CH:10][CH:9]=[CH:8][N:7]=3)[CH:33]=2)[CH:29]=[CH:30][C:25]=1[CH2:24][CH2:23][C:22]([OH:51])=[O:21]. Procedure: The title compound is prepared according to Example 89 by using 2-tributylstannyl pyridine and 3-{4-[3-(2-bromo-4-trifluoromethyl-phenoxy)-phenoxy]-2-methyl-phenyl}-propionic acid methyl ester to afford about 29 mg (14%). 1H NMR (400 MHz, CDCl3); MS (ES+) m/z mass calcd for C28H22NO4F3 493, found 494 (M+1, 100%).